This data is from the Open Reaction Database (ORD), a public repository of structured organic reaction records. The task is: describe an organic reaction: reactants, conditions, products, and yield The reactants are [N+](=O)([O-])C1=CC=C(C=C1)N1CC(C1)NC(OC(C)(C)C)=O (tert-Butyl [1-(4-nitrophenyl)azetidin-3-yl]carbamate), IC (iodomethane). Yields the product CN(C(OC(C)(C)C)=O)C1CN(C1)C1=CC=C(C=C1)[N+](=O)[O-] (tert-Butyl methyl-[1-(4-nitrophenyl)azetidin-3-yl]carbamate). Reaction SMILES: [N+:1]([C:4]1[CH:9]=[CH:8][C:7]([N:10]2[CH2:13][CH:12]([NH:14][C:15](=[O:21])[O:16][C:17]([CH3:20])([CH3:19])[CH3:18])[CH2:11]2)=[CH:6][CH:5]=1)([O-:3])=[O:2].I[CH3:23]>>[CH3:23][N:14]([CH:12]1[CH2:13][N:10]([C:7]2[CH:8]=[CH:9][C:4]([N+:1]([O-:3])=[O:2])=[CH:5][CH:6]=2)[CH2:11]1)[C:15](=[O:21])[O:16][C:17]([CH3:18])([CH3:20])[CH3:19]. Procedure details: tert-Butyl [1-(4-nitrophenyl)azetidin-3-yl]carbamate was alkylated with iodomethane by method F. This resulted in the product with the molecular weight of 307.35 (C15H21N3O4); MS (ESI): 308 (M+H+). The reactants are O=Cc1cc([N+](=O)[O-])cc(Br)c1F, O=C([O-])[O-], CC(C)(C)S, [K+], [K+], CN(C)C=O, O. Product: CC(C)(C)Sc1c(Br)cc([N+](=O)[O-])cc1C=O. Reaction SMILES: [Br:1][c:2]1[c:3]([F:13])[c:4]([CH:5]=[O:6])[cH:7][c:8]([N+:10](=[O:11])[O-:12])[cH:9]1.[C:14](=[O:15])([O-:16])[O-:17].[CH3:20][C:21]([CH3:22])([CH3:23])[SH:24].[K+:18].[K+:19].[O:26]=[CH:27][N:28]([CH3:29])[CH3:30].[OH2:25]>>[Br:1][c:2]1[c:3]([S:24][C:21]([CH3:20])([CH3:22])[CH3:23])[c:4]([CH:5]=[O:6])[cH:7][c:8]([N+:10](=[O:11])[O-:12])[cH:9]1.